Dataset: the Open Reaction Database (ORD), a public repository of structured organic reaction records. Task: describe an organic reaction: reactants, conditions, products, and yield Starting materials: C(CCCCCCCCCCC)C=1N=NN(N1)C(C(=O)OCC)(C)C (ethyl (±)-5-dodecyl-α,α-dimethyl-2H-tetrazole-2-acetate), C(CCCCCCCCC)C=1N=NN(N1)C(C(=O)OCC)C1=CC=CC=C1 (ethyl (±)-5-decyl-α-phenyl-2H-tetrazole-2-acetate). The product is C(CCCCCCCCCCC)C=1N=NN(N1)C(C(=O)O)(C)C (5-dodecyl-α,α-dimethyl-2H-tetrazole-2-acetic acid). As a reaction SMILES: [CH2:1]([C:13]1[N:14]=[N:15][N:16]([C:18]([CH3:25])([CH3:24])[C:19]([O:21]CC)=[O:20])[N:17]=1)[CH2:2][CH2:3][CH2:4][CH2:5][CH2:6][CH2:7][CH2:8][CH2:9][CH2:10][CH2:11][CH3:12].C(C1N=NN(C(C2C=CC=CC=2)C(OCC)=O)N=1)CCCCCCCCC>>[CH2:1]([C:13]1[N:14]=[N:15][N:16]([C:18]([CH3:24])([CH3:25])[C:19]([OH:21])=[O:20])[N:17]=1)[CH2:2][CH2:3][CH2:4][CH2:5][CH2:6][CH2:7][CH2:8][CH2:9][CH2:10][CH2:11][CH3:12]. Reported procedure: When in the general procedure of Example 79 an appropriate amount of ethyl (±)-5-dodecyl-α,α-dimethyl-2H-tetrazole-2-acetate was substituted for ethyl (±)-5-decyl-α-phenyl-2H-tetrazole-2-acetate, the title compound was obtained, mp 68°-71° C.